describe an organic reaction: reactants, conditions, products, and yield From a dataset of the Open Reaction Database (ORD), a public repository of structured organic reaction records. Reactants: COC1=CC=C(CN2CCN(CC2)CC2=NC=C(C=C2)[N+](=O)[O-])C=C1 (1-(4-methoxy-benzyl)-4-(5-nitro-pyridin-2-ylmethyl)-piperazine). The reagents and catalysts are [Ni] (Raney Nickel). The solvent is CO.C1CCOC1 (MeOH THF). Reaction conditions: time 24 hour. The product is COC1=CC=C(CN2CCN(CC2)CC2=CC=C(C=N2)N)C=C1 (6-[4-(4-Methoxy-benzyl)-piperazin-1-ylmethyl]-pyridin-3-ylamine). Yield: 76.0%. As a reaction SMILES: [CH3:1][O:2][C:3]1[CH:25]=[CH:24][C:6]([CH2:7][N:8]2[CH2:13][CH2:12][N:11]([CH2:14][C:15]3[CH:20]=[CH:19][C:18]([N+:21]([O-])=O)=[CH:17][N:16]=3)[CH2:10][CH2:9]2)=[CH:5][CH:4]=1>[Ni].CO.C1COCC1>[CH3:1][O:2][C:3]1[CH:4]=[CH:5][C:6]([CH2:7][N:8]2[CH2:13][CH2:12][N:11]([CH2:14][C:15]3[N:16]=[CH:17][C:18]([NH2:21])=[CH:19][CH:20]=3)[CH2:10][CH2:9]2)=[CH:24][CH:25]=1 |f:2.3|. Procedure details: A suspension of 1-(4-methoxy-benzyl)-4-(5-nitro-pyridin-2-ylmethyl)-piperazine (Step 111.2) (0.635 g, 1.85 mmol) and Raney Nickel (0.150 g) in MeOH/THF (1:1, v/v; 50 mL) was stirred for 24 h at rt, under a hydrogen atmosphere. The mixture was filtered through a pad of celite and the filtrate was concentrated. The residue was purified by silica gel column chromatography (DCM/MeOH/NH3aq, 98:1:1) to afford 439 mg of the title compound as a white solid. Title compound: ESI-MS: 313.3 [M+H]+; tR=1.40 ... The reactants are nitrile, S(O)(O)(=O)=O (sulfuric acid), C1(=CC=CC=C1)C1=C(OC=2C(C=CC2)=C1)CC#N (3-phenyl-7-benzofuranacetonitrile), C(C)(=O)O (acetic acid). The solvent is O (water), O (water). The product is C1(=CC=CC=C1)C1=C(OC=2C(C=CC2)=C1)CC(=O)O (3-phenyl-7-benzofuranacetic acid). As a reaction SMILES: [C:1]1([C:7]2[CH:15]=[C:11]3[CH:12]=[CH:13][CH:14]=[C:10]3[O:9][C:8]=2CC#N)[CH:6]=[CH:5][CH:4]=[CH:3][CH:2]=1.[C:19]([OH:22])(=[O:21])[CH3:20].S(=O)(=O)(O)O>O>[C:1]1([C:7]2[CH:15]=[C:11]3[CH:12]=[CH:13][CH:14]=[C:10]3[O:9][C:8]=2[CH2:20][C:19]([OH:22])=[O:21])[CH:6]=[CH:5][CH:4]=[CH:3][CH:2]=1. Procedure details: As an illustration of an acid hydrolysis of nitrile intermediates a mixture of 5 g. of 3-phenyl-7-benzofuranacetonitrile in 30 ml. of acetic acid, 20 ml. of water and 20 ml. of sulfuric acid is stirred and heated at reflux overnight. On cooling and diluting with water one obtains 3-phenyl-7-benzofuranacetic acid, purified by crystallization from benzenehexane.